This data is from the Open Reaction Database (ORD), a public repository of structured organic reaction records. The task is: describe an organic reaction: reactants, conditions, products, and yield Starting materials: CCOC(=O)CCc1ccc(OCc2ccc(-c3ccc(C(F)(F)F)cc3)nc2C)c2c1CCCC2, CCO, Cl, [Li+], [OH-]. Product: Cc1nc(-c2ccc(C(F)(F)F)cc2)ccc1COc1ccc(CCC(=O)O)c2c1CCCC2. As a reaction SMILES: [CH2:1]([CH3:2])[O:3][C:4]([CH2:5][CH2:6][c:7]1[cH:8][cH:9][c:10]([O:17][CH2:18][c:19]2[c:20]([CH3:35])[n:21][c:22](-[c:25]3[cH:26][cH:27][c:28]([C:31]([F:32])([F:33])[F:34])[cH:29][cH:30]3)[cH:23][cH:24]2)[c:11]2[c:16]1[CH2:15][CH2:14][CH2:13][CH2:12]2)=[O:36].[CH3:40][CH2:41][OH:42].[ClH:39].[Li+:37].[OH-:38]>>[O:3]=[C:4]([CH2:5][CH2:6][c:7]1[cH:8][cH:9][c:10]([O:17][CH2:18][c:19]2[c:20]([CH3:35])[n:21][c:22](-[c:25]3[cH:26][cH:27][c:28]([C:31]([F:32])([F:33])[F:34])[cH:29][cH:30]3)[cH:23][cH:24]2)[c:11]2[c:16]1[CH2:15][CH2:14][CH2:13][CH2:12]2)[OH:36]. RXN SMILES: [CH3:33][OH:34].[Cl:19][c:20]1[cH:21][cH:22][c:23]([N:26]=[C:27]=[O:28])[cH:24][cH:25]1.[Cl:30][CH2:31][Cl:32].[NH2:1][CH2:2][CH:3]1[O:4][CH2:5][CH2:6][N:7]([C:9](=[O:10])[O:11][CH2:12][c:13]2[cH:14][cH:15][cH:16][cH:17][cH:18]2)[CH2:8]1.[NH3:29]>>[NH:1]([CH2:2][CH:3]1[O:4][CH2:5][CH2:6][N:7]([C:9](=[O:10])[O:11][CH2:12][c:13]2[cH:14][cH:15][cH:16][cH:17][cH:18]2)[CH2:8]1)[C:27]([NH:26][c:23]1[cH:22][cH:21][c:20]([Cl:19])[cH:25][cH:24]1)=[O:28]. Starting materials: CO, O=C=Nc1ccc(Cl)cc1, ClCCl, NCC1CN(C(=O)OCc2ccccc2)CCO1, N. Product: O=C(NCC1CN(C(=O)OCc2ccccc2)CCO1)Nc1ccc(Cl)cc1. Reactants: CCC(N)CC, CN1CCCC1=O, Cc1cc(C)c(-c2cnn3c(Cl)cc(C)nc23)c(C)c1. The product is CCC(CC)Nc1cc(C)nc2c(-c3c(C)cc(C)cc3C)cnn12. As a reaction SMILES: [CH2:21]([CH3:22])[CH:23]([CH2:24][CH3:25])[NH2:26].[CH3:27][N:28]1[CH2:29][CH2:30][CH2:31][C:32]1=[O:33].[Cl:1][c:2]1[cH:3][c:4]([CH3:20])[n:5][c:6]2[n:7]1[n:8][cH:9][c:10]2-[c:11]1[c:12]([CH3:19])[cH:13][c:14]([CH3:18])[cH:15][c:16]1[CH3:17]>>[c:2]1([NH:26][CH:23]([CH2:21][CH3:22])[CH2:24][CH3:25])[cH:3][c:4]([CH3:20])[n:5][c:6]2[n:7]1[n:8][cH:9][c:10]2-[c:11]1[c:12]([CH3:19])[cH:13][c:14]([CH3:18])[cH:15][c:16]1[CH3:17]. Reactants: C(C=C)C1C(C=CC1(C)O)=O (2-allyl-3-hydroxy-3-methyl-4-cyclopentenone), N1=CC=CC=C1 (pyridine), ClCCl (dichloromethane), C(C)(=O)Cl (acetyl chloride), C(C)(=O)Cl (acetyl chloride). Solvent: O (water). Run at time 2 hour. Yields the product C(C)(=O)OC1(C(C(C=C1)=O)CC=C)C (3-acetoxy-2-allyl-3-methyl-4-cyclopentenone). Yield: 94.1%. Reaction SMILES: [CH2:1]([CH:4]1[C:8]([OH:10])([CH3:9])[CH:7]=[CH:6][C:5]1=[O:11])[CH:2]=[CH2:3].N1C=CC=CC=1.ClCCl.[C:21](Cl)(=[O:23])[CH3:22]>O>[C:21]([O:10][C:8]1([CH3:9])[CH:7]=[CH:6][C:5](=[O:11])[CH:4]1[CH2:1][CH:2]=[CH2:3])(=[O:23])[CH3:22]. Procedure: Into a flask equipped with a stirrer and a thermometer, dl-2-allyl-3-hydroxy-3-methyl-4-cyclopentenone (30.4 g), pyridine (30 g) and dichloromethane (300 g) were charged, and acetyl chloride (30 g) was dropwise added thereto at a temperature from 10° to 20° C. in 2 hours. Then, stirring was continued at a room temperature for 24 hours. To the reaction mixture kept below 10° C., water (100 ml) was added to decompose excess of acetyl chloride. From the resultant mixture, the organic layer was sepa... Starting materials: NCC1N(CCC(C1)(F)F)C(=O)OC(C)(C)C (tert-butyl 2-(aminomethyl)-4,4-difluoro-piperidine-1-carboxylate), NCC1N(CCC(C1)(F)F)C(=O)OC(C)(C)C (tert-butyl 2-(aminomethyl)-4,4-difluoropiperidine-1-carboxylate), ClC=1C=C2C(=NC1)N(C=C2C2=NC=C(C(=N2)S(=O)C)F)S(=O)(=O)C2=CC=C(C=C2)C (5-chloro-3-(5-fluoro-4-methylsulfinyl-pyrimidin-2-yl)-1-(p-tolylsulfonyl)pyrrolo[2,3-b]pyridine), CCN(C(C)C)C(C)C (iPr2NEt). Solvent: C1CCOC1 (THF). Conditions: temperature 130 celsius. Product: ClC=1C=C2C(=NC1)N(C=C2C2=NC=C(C(=N2)NCC2N(CCC(C2)(F)F)C(=O)OC(C)(C)C)F)S(=O)(=O)C2=CC=C(C)C=C2 (tert-butyl 2-((2-(5-chloro-1-tosyl-1H-pyrrolo[2,3-b]pyridin-3-yl)-5-fluoropyrimidin-4-ylamino)methyl)-4,4-difluoropiperidine-1-carboxylate). RXN SMILES: [NH2:1][CH2:2][CH:3]1[CH2:8][C:7]([F:10])([F:9])[CH2:6][CH2:5][N:4]1[C:11]([O:13][C:14]([CH3:17])([CH3:16])[CH3:15])=[O:12].[Cl:18][C:19]1[CH:20]=[C:21]2[C:27]([C:28]3[N:33]=[C:32](S(C)=O)[C:31]([F:37])=[CH:30][N:29]=3)=[CH:26][N:25]([S:38]([C:41]3[CH:46]=[CH:45][C:44]([CH3:47])=[CH:43][CH:42]=3)(=[O:40])=[O:39])[C:22]2=[N:23][CH:24]=1.CCN(C(C)C)C(C)C>C1COCC1>[Cl:18][C:19]1[CH:20]=[C:21]2[C:27]([C:28]3[N:33]=[C:32]([NH:1][CH2:2][CH:3]4[CH2:8][C:7]([F:10])([F:9])[CH2:6][CH2:5][N:4]4[C:11]([O:13][C:14]([CH3:17])([CH3:16])[CH3:15])=[O:12])[C:31]([F:37])=[CH:30][N:29]=3)=[CH:26][N:25]([S:38]([C:41]3[CH:46]=[CH:45][C:44]([CH3:47])=[CH:43][CH:42]=3)(=[O:40])=[O:39])[C:22]2=[N:23][CH:24]=1. Procedure: To a solution of tert-butyl 2-(aminomethyl)-4,4-difluoro-piperidine-1-carboxylate, 13i, (0.10 g, 0.41 mmol) and 5-chloro-3-(5-fluoro-4-methylsulfinyl-pyrimidin-2-yl)-1-(p-tolylsulfonyl)pyrrolo[2,3-b]pyridine (0.18 g, 0.38 mmol) in THF (2 mL) was added iPr2NEt (0.20 mL, 1.15 mmol). The reaction mixture was heated in microwave at 130° C. for 15 minutes. The reaction was cooled to room temperature and the volatiles were removed under reduced pressure. The crude residue was purified via silica gel c... Starting materials: OC1=C(C(OC1(CCC)C1=CC=C(C=C1)CC(C)C)=O)OCC1=CC=CC=C1 (4-hydroxy-5-(4-isobutylphenyl)-3-phenylmethoxy-5-(1 -propyl)-2(5H)-furanone), OC=1C(OC(C1O)(C1=CC=CC=C1)C)=O (3,4-dihydroxy-5-methyl-5-phenyl-2(5H)-furanone). The product is OC=1C(OC(C1O)(CCC)C1=CC=C(C=C1)CC(C)C)=O (3,4-dihydroxy-5-(4-isobutylphenyl)-5-(1-propyl)-2(5H)-furanone). The yield is 6.9%. RXN SMILES: [OH:1][C:2]1[C:6]([C:10]2[CH:15]=[CH:14][C:13]([CH2:16][CH:17]([CH3:19])[CH3:18])=[CH:12][CH:11]=2)([CH2:7][CH2:8][CH3:9])[O:5][C:4](=[O:20])[C:3]=1[O:21]CC1C=CC=CC=1.OC1C(=O)OC(C)(C2C=CC=CC=2)C=1O>>[OH:21][C:3]1[C:4](=[O:20])[O:5][C:6]([C:10]2[CH:11]=[CH:12][C:13]([CH2:16][CH:17]([CH3:19])[CH3:18])=[CH:14][CH:15]=2)([CH2:7][CH2:8][CH3:9])[C:2]=1[OH:1]. Procedure: Hydrogenolysis of 4-hydroxy-5-(4-isobutylphenyl)-3-phenylmethoxy-5-(1 -propyl)-2(5H)-furanone was performed in a similar manner as described in the preparation of 3,4-dihydroxy-5-methyl-5-phenyl-2(5H)-furanone to provide 200 mg (6.9% yield) of 3,4-dihydroxy-5-(4-isobutylphenyl)-5-(1-propyl)-2(5H)-furanone as an oil, which was purified by preparative TLC using hexanes/acetone/acetic acid (70/29/1) as eluant: 1H NMR (acetone-d6) δ 7.48-7.13 (m, 4H), 2.47 (d, J=10.3 Hz, 2H), 2.10-1.66 (m, 1H), 1.29... Reactants: O[C@H]([C@H](CSC1=CC=CC2=CC=CC=C12)N1C=NC(=C1)C(=O)OCC)C (ethyl 1-{(1R,2S)-2-hydroxy-1-[(1-naphthylthio)methyl]propyl}-1H-imidazole-4-carboxylate), [OH-].[NH4+] (ammonium hydroxide), stainless steel. Solvent: COCCOC (1,2-dimethoxyethane). Product: C1(=CC=CC2=CC=CC=C12)SC[C@@H]([C@H](C)O)N1C=NC(=C1)C(=O)N (1-[(2R,3S)-1-(1-naphthylthio)-3-hydroxy-2-butyl]imidazol-4-carboxamide). RXN SMILES: [OH:1][C@@H:2]([CH3:26])[C@@H:3]([N:16]1[CH:20]=[C:19]([C:21]([O:23]CC)=O)[N:18]=[CH:17]1)[CH2:4][S:5][C:6]1[C:15]2[C:10](=[CH:11][CH:12]=[CH:13][CH:14]=2)[CH:9]=[CH:8][CH:7]=1.[OH-].[NH4+:28]>COCCOC>[C:6]1([S:5][CH2:4][C@H:3]([N:16]2[CH:20]=[C:19]([C:21]([NH2:28])=[O:23])[N:18]=[CH:17]2)[C@@H:2]([OH:1])[CH3:26])[C:15]2[C:10](=[CH:11][CH:12]=[CH:13][CH:14]=2)[CH:9]=[CH:8][CH:7]=1 |f:1.2|. Procedure: A mixture of ethyl 1-{(1R,2S)-2-hydroxy-1-[(1-naphthylthio)methyl]propyl}-1H-imidazole-4-carboxylate (0.18 g), 28% ammonium hydroxide (5 mL) and 1,2-dimethoxyethane (10 mL) was heated at 100° C. in the stainless steel bottle for 24 hours. After cooling, the reaction mixture was concentrated in vacuo and the residue was purified by column chromatography on silica gel (gradient elution; 15:1 to 10:1 chloroform-methanol) to give 1-[(2R,3S)-1-(1-naphthylthio)-3-hydroxy-2-butyl]imidazol-4-carboxamide...